This data is from the Open Reaction Database (ORD), a public repository of structured organic reaction records. The task is: describe an organic reaction: reactants, conditions, products, and yield Starting materials: CCOC(C)=O, CN(C)C=O, Nc1nccs1, C1CCOC1, O, O=C(Cl)Oc1ccccc1, c1ccncc1. The product is O=C(Nc1nccs1)Oc1ccccc1. RXN SMILES: [C:28]([O:29][CH2:30][CH3:31])(=[O:32])[CH3:33].[CH3:34][N:35]([CH3:36])[CH:37]=[O:38].[NH2:1][c:2]1[s:3][cH:4][cH:5][n:6]1.[O:23]1[CH2:24][CH2:25][CH2:26][CH2:27]1.[OH2:39].[c:13]1([O:19][C:20](=[O:21])[Cl:22])[cH:14][cH:15][cH:16][cH:17][cH:18]1.[cH:7]1[cH:8][cH:9][n:10][cH:11][cH:12]1>>[NH:1]([c:2]1[s:3][cH:4][cH:5][n:6]1)[C:20]([O:19][c:13]1[cH:14][cH:15][cH:16][cH:17][cH:18]1)=[O:21].